describe an organic reaction: reactants, conditions, products, and yield From a dataset of the Open Reaction Database (ORD), a public repository of structured organic reaction records. Starting materials: ClC(Cl)(OC(OC(Cl)(Cl)Cl)=O)Cl (triphosgene), CO (Methanol), ClC1=C(N)C=CC(=C1)OC1=CC=NC2=CC(=C(C=C12)OC)OC (2-Chloro-4-[(6,7-dimethoxy-4-quinolyl)oxy]aniline), NC1=NC=C(C=C1)C (2-amino-5-picoline). Run in C(C)N(CC)CC (triethylamine), ClCCl (dichloromethane), C(Cl)(Cl)Cl (chloroform). Conditions: time 30 minute. The product is ClC1=C(C=CC(=C1)OC1=CC=NC2=CC(=C(C=C12)OC)OC)NC(=O)NC1=NC=C(C=C1)C (N-{2-Chloro-4-[(6,7-dimethoxy-4-quinolyl)oxy]phenyl}-N′-(5-methyl-2-pyridyl)urea). The yield is 69.4%. Reaction SMILES: [Cl:1][C:2]1[CH:8]=[C:7]([O:9][C:10]2[C:19]3[C:14](=[CH:15][C:16]([O:22][CH3:23])=[C:17]([O:20][CH3:21])[CH:18]=3)[N:13]=[CH:12][CH:11]=2)[CH:6]=[CH:5][C:3]=1[NH2:4].ClC(Cl)(O[C:28](=[O:34])OC(Cl)(Cl)Cl)Cl.[NH2:36][C:37]1[CH:42]=[CH:41][C:40]([CH3:43])=[CH:39][N:38]=1.CO>C(Cl)(Cl)Cl.C(N(CC)CC)C.ClCCl>[Cl:1][C:2]1[CH:8]=[C:7]([O:9][C:10]2[C:19]3[C:14](=[CH:15][C:16]([O:22][CH3:23])=[C:17]([O:20][CH3:21])[CH:18]=3)[N:13]=[CH:12][CH:11]=2)[CH:6]=[CH:5][C:3]=1[NH:4][C:28]([NH:36][C:37]1[CH:42]=[CH:41][C:40]([CH3:43])=[CH:39][N:38]=1)=[O:34]. Procedure details: 2-Chloro-4-[(6,7-dimethoxy-4-quinolyl)oxy]aniline (122 mg) was dissolved in chloroform (10 ml) and triethylamine (1 ml), and a solution of triphosgene (110 mg) in dichloromethane was then added to the solution. The mixture was stirred at room temperature for 30 min. Next, 2-amino-5-picoline (120 mg) was added to the reaction solution, and the mixture was stirred at room temperature for 2 hr. Methanol was added to the reaction solution, and the solvent was removed by distillation under the reduce...